describe an organic reaction: reactants, conditions, products, and yield From a dataset of the Open Reaction Database (ORD), a public repository of structured organic reaction records. Starting materials: COC(=O)CCCC#CCBr, O=C1NC(=O)c2ccccc21, CN(C)C=O, [K], O. The product is COC(=O)CCCC#CCN1C(=O)c2ccccc2C1=O. RXN SMILES: [Br:13][CH2:14][C:15]#[C:16][CH2:17][CH2:18][CH2:19][C:20](=[O:21])[O:22][CH3:23].[C:1]1(=[O:11])[c:2]2[c:3]([cH:7][cH:8][cH:9][cH:10]2)[C:4](=[O:6])[NH:5]1.[CH3:25][N:26]([CH3:27])[CH:28]=[O:29].[K:12].[OH2:24]>>[C:1]1(=[O:11])[c:2]2[c:3]([cH:7][cH:8][cH:9][cH:10]2)[C:4](=[O:6])[N:5]1[CH2:14][C:15]#[C:16][CH2:17][CH2:18][CH2:19][C:20](=[O:21])[O:22][CH3:23]. Starting materials: [Al+3], CC(C)(C)OC(=O)NC1CCN(Cc2ccccc2)CC1, C1CCOC1, CCOC(C)=O, [H-], [H-], [H-], [H-], [Li+], [Na+], [OH-], O. Product: CNC1CCN(Cc2ccccc2)CC1. RXN SMILES: [Al+3:2].[C:7]([O:8][C:12](=[O:9])[NH:13][CH:14]1[CH2:15][CH2:16][N:17]([CH2:20][c:21]2[cH:22][cH:23][cH:24][cH:25][cH:26]2)[CH2:18][CH2:19]1)([CH3:10])([CH3:11])[CH3:27].[CH2:31]1[O:32][CH2:33][CH2:34][CH2:35]1.[CH3:36][CH2:37][O:38][C:39](=[O:40])[CH3:41].[H-:1].[H-:4].[H-:5].[H-:6].[Li+:3].[Na+:30].[OH-:29].[OH2:28]>>[CH3:12][NH:13][CH:14]1[CH2:15][CH2:16][N:17]([CH2:20][c:21]2[cH:22][cH:23][cH:24][cH:25][cH:26]2)[CH2:18][CH2:19]1.